Dataset: the Open Reaction Database (ORD), a public repository of structured organic reaction records. Task: describe an organic reaction: reactants, conditions, products, and yield Starting materials: O=C([O-])[O-], COc1cc(OC)nc(S(C)(=O)=O)n1, COC(=N)N, CC#N, [K+], [K+], O=S(=O)(O)O. Product: COC(=N)Nc1nc(OC)cc(OC)n1. As a reaction SMILES: [C:15](=[O:16])([O-:17])[O-:18].[CH3:1][S:2](=[O:3])(=[O:4])[c:5]1[n:6][c:7]([O:13][CH3:14])[cH:8][c:9]([O:11][CH3:12])[n:10]1.[CH3:26][O:27][C:28]([NH2:29])=[NH:30].[CH3:31][C:32]#[N:33].[K+:19].[K+:20].[S:21]([OH:22])([OH:23])(=[O:24])=[O:25]>>[c:5]1([NH:30][C:28]([O:27][CH3:26])=[NH:29])[n:6][c:7]([O:13][CH3:14])[cH:8][c:9]([O:11][CH3:12])[n:10]1. Reactants: COc1ncc2c(ccn2COCC[Si](C)(C)C)c1Br, COC(=O)c1ccc(C#N)c(-c2cncc3c2ccn3C(=O)OC(C)(C)C)c1, CN(C)c1ccc(P(C(C)(C)C)C(C)(C)C)cc1, CN(C)c1ccc(P(C(C)(C)C)C(C)(C)C)cc1, Cl[Pd]Cl, [K+], [K+], [K+], C1COCCO1, O, O=P([O-])([O-])[O-]. Product: COC(=O)c1ccc(C#N)c(-c2c(OC)ncc3c2ccn3COCC[Si](C)(C)C)c1. As a reaction SMILES: [Br:1][c:2]1[c:3]2[c:4]([cH:5][n:6][c:7]1[O:8][CH3:9])[n:10]([CH2:13][O:14][CH2:15][CH2:16][Si:17]([CH3:18])([CH3:19])[CH3:20])[cH:11][cH:12]2.[C:21]([O:22][C:23]([n:24]1[c:25]2[cH:26][n:27][cH:28][c:29](-[c:37]3[c:38]([C:47]#[N:48])[cH:39][cH:40][c:41]([C:43](=[O:44])[O:45][CH3:46])[cH:42]3)[c:30]2[cH:31][cH:32]1)=[O:33])([CH3:34])([CH3:35])[CH3:36].[C:66]([P:67]([C:68]([CH3:69])([CH3:70])[CH3:71])[c:72]1[cH:73][cH:74][c:75]([N:76]([CH3:77])[CH3:78])[cH:79][cH:80]1)([CH3:81])([CH3:82])[CH3:83].[C:84]([P:85]([C:86]([CH3:87])([CH3:88])[CH3:89])[c:90]1[cH:91][cH:92][c:93]([N:94]([CH3:95])[CH3:96])[cH:97][cH:98]1)([CH3:99])([CH3:100])[CH3:101].[Cl:63][Pd:64][Cl:65].[K+:54].[K+:55].[K+:56].[O:57]1[CH2:58][CH2:59][O:60][CH2:61][CH2:62]1.[OH2:102].[P:49]([O-:50])([O-:51])([O-:52])=[O:53]>>[c:2]1(-[c:37]2[c:38]([C:47]#[N:48])[cH:39][cH:40][c:41]([C:43](=[O:44])[O:45][CH3:46])[cH:42]2)[c:3]2[c:4]([cH:5][n:6][c:7]1[O:8][CH3:9])[n:10]([CH2:13][O:14][CH2:15][CH2:16][Si:17]([CH3:18])([CH3:19])[CH3:20])[cH:11][cH:12]2.